From a dataset of the Open Reaction Database (ORD), a public repository of structured organic reaction records. describe an organic reaction: reactants, conditions, products, and yield Reported procedure: 1.4 g (6.0 mmol) of 3-phenylquinoline-5-aldehyde in 20 ml of ethanol are boiled with 0.79 ml (6.2 mmol) of ethyl acetate and 1.16 g (6.2 mmol) of ethyl 3-amino-4-acetoxycrotonate for 2 days. The mixture is cooled and concentrated. The residue is coarsely purified by flash chromatography. The intermediate obtained is boiled in a solution of 970 mg of potassium hydroxide in 50 ml of methanol for 40 minutes. The mixture is cooled, adjusted to pH 5 with 10% strength hydrochloric acid and concentrate... Reaction SMILES: [C:1]1([C:7]2[CH:8]=[N:9][C:10]3[CH:11]=[CH:12][CH:13]=[C:14]([CH:17]=O)[C:15]=3[CH:16]=2)[CH:6]=[CH:5][CH:4]=[CH:3][CH:2]=1.[C:19]([O:22][CH2:23][CH3:24])(=[O:21])[CH3:20].[NH2:25]/[C:26](/[CH2:33]OC(=O)C)=[CH:27]\[C:28]([O:30][CH2:31][CH3:32])=[O:29].[OH-].[K+].Cl>C(O)C.CO>[CH3:33][C:26]1[NH:25][C:24]2[CH2:23][O:22][C:19](=[O:21])[C:20]=2[CH:17]([C:14]2[CH:13]=[CH:12][CH:11]=[C:10]3[C:15]=2[CH:16]=[C:7]([C:1]2[CH:6]=[CH:5][CH:4]=[CH:3][CH:2]=2)[CH:8]=[N:9]3)[C:27]=1[C:28]([O:30][CH2:31][CH3:32])=[O:29] |f:3.4|. The yield is 18.0%. Run in C(C)O (ethanol), CO (methanol). Product: CC1=C(C(C2=C(N1)COC2=O)C2=C1C=C(C=NC1=CC=C2)C2=CC=CC=C2)C(=O)OCC (Ethyl 2-methyl-4-(3-phenyl-quinolin-5-yl)-5-oxo-1,4,5,7-tetrahydrofuro[3,4-b]-pyridine-3-carboxylate). Reactants: C1(=CC=CC=C1)C=1C=NC=2C=CC=C(C2C1)C=O (3-phenylquinoline-5-aldehyde), C(C)(=O)OCC (ethyl acetate), N\C(=C/C(=O)OCC)\COC(C)=O (ethyl 3-amino-4-acetoxycrotonate), [OH-].[K+] (potassium hydroxide), Cl (hydrochloric acid).